From a dataset of the Open Reaction Database (ORD), a public repository of structured organic reaction records. describe an organic reaction: reactants, conditions, products, and yield Reactants: O=S1(=O)CCCc2ccc(CCCCOCCCCCCBr)cc21, CN(C)C=O, CCN(C(C)C)C(C)C, CC1(C)OCc2cc(C(O)CN)ccc2O1, C1CCOC1. Product: CC1(C)OCc2cc(C(O)CNCCCCCCOCCCCc3ccc4c(c3)S(=O)(=O)CCC4)ccc2O1. Reaction SMILES: [Br:26][CH2:27][CH2:28][CH2:29][CH2:30][CH2:31][CH2:32][O:33][CH2:34][CH2:35][CH2:36][CH2:37][c:38]1[cH:39][cH:40][c:41]2[c:46]([cH:47]1)[S:45](=[O:48])(=[O:49])[CH2:44][CH2:43][CH2:42]2.[CH3:55][N:56]([CH3:57])[CH:58]=[O:59].[CH:17]([N:18]([CH:19]([CH3:20])[CH3:21])[CH2:22][CH3:23])([CH3:24])[CH3:25].[NH2:1][CH2:2][CH:3]([OH:4])[c:5]1[cH:6][c:7]2[c:8]([cH:15][cH:16]1)[O:9][C:10]([CH3:13])([CH3:14])[O:11][CH2:12]2.[O:50]1[CH2:51][CH2:52][CH2:53][CH2:54]1>>[NH:1]([CH2:2][CH:3]([OH:4])[c:5]1[cH:6][c:7]2[c:8]([cH:15][cH:16]1)[O:9][C:10]([CH3:13])([CH3:14])[O:11][CH2:12]2)[CH2:27][CH2:28][CH2:29][CH2:30][CH2:31][CH2:32][O:33][CH2:34][CH2:35][CH2:36][CH2:37][c:38]1[cH:39][cH:40][c:41]2[c:46]([cH:47]1)[S:45](=[O:48])(=[O:49])[CH2:44][CH2:43][CH2:42]2. Reactants: COC(=O)c1ccc(C(=O)Nc2nn(Cc3ccc(OC(F)F)cc3)c3ccccc23)cc1, Cl, [Li+], C1CCOC1, [OH-], O. Product: O=C(O)c1ccc(C(=O)Nc2nn(Cc3ccc(OC(F)F)cc3)c3ccccc23)cc1. As a reaction SMILES: [CH3:3][O:4][C:5]([c:6]1[cH:7][cH:8][c:9]([C:10](=[O:11])[NH:12][c:13]2[n:14][n:15]([CH2:22][c:23]3[cH:24][cH:25][c:26]([O:29][CH:30]([F:31])[F:32])[cH:27][cH:28]3)[c:16]3[cH:17][cH:18][cH:19][cH:20][c:21]23)[cH:33][cH:34]1)=[O:35].[ClH:36].[Li+:1].[O:38]1[CH2:39][CH2:40][CH2:41][CH2:42]1.[OH-:2].[OH2:37]>>[O:4]=[C:5]([c:6]1[cH:7][cH:8][c:9]([C:10](=[O:11])[NH:12][c:13]2[n:14][n:15]([CH2:22][c:23]3[cH:24][cH:25][c:26]([O:29][CH:30]([F:31])[F:32])[cH:27][cH:28]3)[c:16]3[cH:17][cH:18][cH:19][cH:20][c:21]23)[cH:33][cH:34]1)[OH:35]. Starting materials: Cl.COC(CN)=O (glycine methyl ester hydrochloride), FC1=CC=C(C=C1)N1N=CC2=C1C=NC=C2C(=O)O (1-(4-fluorophenyl)-1H-pyrazolo[3,4-c]pyridine-4-carboxylic acid), C1=CN(C=N1)C(=O)N2C=CN=C2 (CDI), O (water). Solvent: CN(C)C=O (DMF), CN(C)C=O (DMF), C([O-])(O)=O.[NH4+] (ammonium bicarbonate), CN(C)C=O (DMF). Run at time 5 minute. Yields the product COC(CNC(=O)C=1C2=C(C=NC1)N(N=C2)C2=CC=C(C=C2)F)=O ({[1-(4-fluorophenyl)-1H-pyrazolo[3,4-c]pyridine-4-carbonyl]-amino}-acetic acid methyl ester). RXN SMILES: [F:1][C:2]1[CH:7]=[CH:6][C:5]([N:8]2[C:12]3[CH:13]=[N:14][CH:15]=[C:16]([C:17]([OH:19])=O)[C:11]=3[CH:10]=[N:9]2)=[CH:4][CH:3]=1.C1N=CN(C(N2C=NC=C2)=O)C=1.Cl.[CH3:33][O:34][C:35](=[O:38])[CH2:36][NH2:37].O>CN(C=O)C.C(=O)(O)[O-].[NH4+]>[CH3:33][O:34][C:35](=[O:38])[CH2:36][NH:37][C:17]([C:16]1[C:11]2[CH:10]=[N:9][N:8]([C:5]3[CH:4]=[CH:3][C:2]([F:1])=[CH:7][CH:6]=3)[C:12]=2[CH:13]=[N:14][CH:15]=1)=[O:19] |f:2.3,6.7|. Reported procedure: A suspension of 1-(4-fluorophenyl)-1H-pyrazolo[3,4-c]pyridine-4-carboxylic acid (2.95 g, 11.5 mmol) in DMF (25 mL) was treated with CDI (1.51 g, 12.0 mmol). The mixture turned to a dark brown clear solution in 5 minutes, and then a solid precipitate formed. Additional DMF (10 mL) was added to assist stirring. The mixture was stirred for 1 hour. A solution of glycine methyl ester hydrochloride (2.42 g, 14.9 mmol) in DMF (5 mL) was added. After 18 hours, the mixture was poured into water (200 mL) ... Reactants: OC(C(C)C)(C=1N=CN(C1)C(C1=CC=CC=C1)(C1=CC=CC=C1)C1=CC=CC=C1)C=1C=C2C=CC(=CC2=CC1)C#N (6-(1-hydroxy-2-methyl-1-(1-trityl-1H-imidazol-4-yl)propyl)-2-naphthonitrile), N(=[N+]=[N-])[Sn](C)(C)C (azidotrimethyltin). Run in C1(=CC=CC=C1)C (toluene). The product is N1C=NC(=C1)C(C(C)C)(O)C1=CC2=CC=C(C=C2C=C1)C1=NN=NN1 (1-(1H-Imidazol-4-yl)-2-methyl-1-(6-(1H-1,2,3,4-tetrazol-5-yl)-2-naphthyl)-1-propanol). Isolated yield 74.9%. Reaction SMILES: [OH:1][C:2]([C:30]1[CH:31]=[C:32]2[C:37](=[CH:38][CH:39]=1)[CH:36]=[C:35]([C:40]#[N:41])[CH:34]=[CH:33]2)([C:6]1[N:7]=[CH:8][N:9](C(C2C=CC=CC=2)(C2C=CC=CC=2)C2C=CC=CC=2)[CH:10]=1)[CH:3]([CH3:5])[CH3:4].[N:42]([Sn](C)(C)C)=[N+:43]=[N-:44]>C1(C)C=CC=CC=1>[NH:9]1[CH:10]=[C:6]([C:2]([C:30]2[CH:39]=[CH:38][C:37]3[C:32](=[CH:33][CH:34]=[C:35]([C:40]4[NH:41][N:44]=[N:43][N:42]=4)[CH:36]=3)[CH:31]=2)([OH:1])[CH:3]([CH3:5])[CH3:4])[N:7]=[CH:8]1. Reported procedure: A solution of 6-(1-hydroxy-2-methyl-1-(1-trityl-1H-imidazol-4-yl)propyl)-2-naphthonitrile (1.0 g) and azidotrimethyltin (770 mg) in toluene (10 mL) was refluxed for 48 h. The precipitate was collected by filtration, dissolved in THF-methanol (1:1) and concentrated. The residue was diluted with water and extracted with a mixed solution of ethyl acetate-THF (1:1). The extract was dried and concentrated. The residue was purified by column chromatography (eluent; hexane:THF=1:3) and crystallized fro... Reactants: C(C)(=O)O[BH-](OC(C)=O)OC(C)=O.[Na+] (Sodium triacetoxyborohydride), O=C1CN(CCOC1)C(=O)OC(C)(C)C (tert-butyl 6-oxo-1,4-oxazepane-4-carboxylate), 107.1, CNCC1=CC=CC=C1 (N-methyl-benzylamine). Solvent: C(Cl)Cl (DCM). Run at time 30 minute. The product is C(C1=CC=CC=C1)N(C1CN(CCOC1)C(=O)OC(C)(C)C)C (tert-butyl 6-(benzyl(methyl)amino)-1,4-oxazepane-4-carboxylate). As a reaction SMILES: O=[C:2]1[CH2:8][O:7][CH2:6][CH2:5][N:4]([C:9]([O:11][C:12]([CH3:15])([CH3:14])[CH3:13])=[O:10])[CH2:3]1.[CH3:16][NH:17][CH2:18][C:19]1[CH:24]=[CH:23][CH:22]=[CH:21][CH:20]=1.C(O[BH-](OC(=O)C)OC(=O)C)(=O)C.[Na+]>C(Cl)Cl>[CH2:18]([N:17]([CH3:16])[CH:2]1[CH2:8][O:7][CH2:6][CH2:5][N:4]([C:9]([O:11][C:12]([CH3:15])([CH3:14])[CH3:13])=[O:10])[CH2:3]1)[C:19]1[CH:24]=[CH:23][CH:22]=[CH:21][CH:20]=1 |f:2.3|. Procedure: A solution of tert-butyl 6-oxo-1,4-oxazepane-4-carboxylate (1.30 g (6.04 mmol) 107.1 (prepared as described in WO2004074291) in DCM (20 mL) was treated with N-methyl-benzylamine (0.857 mL, 6.64 mmol) and stirred at rt for 30 min. Sodium triacetoxyborohydride (1.54 g, 7.25 mmol) was then added, and the reaction mixture was stirred at room temperature for 24 hr. Excess hydride was quenched by the addition of H2O and the mixture was extracted with EtOAc (2×). The combined organic layers were dried ... Yield: 66.0%. Product: [N-Boc-3-(p-cyanophenyl)-DL-alanyl]-Gly-Asp(OtBu)-Val-OtBu, C(C)(=O)OCC.C(C)(C)OC(C)C (ethyl acetate isopropyl ether). Reactants: C(=O)(OC(C)(C)C)N[C@@H](CC1=CC=C(C=C1)C#N)C(=O)O (rac N-Boc-3-(p-cyanophenyl)alanine), NCC(=O)N[C@@H](CC(OC(C)(C)C)=O)C(=O)N[C@@H](C(C)C)C(=O)OC(C)(C)C (H-Gly-Asp(OtBu)-Val-OtBu). Reaction SMILES: [C:1](N[C@H](C(O)=O)CC1C=CC(C#N)=CC=1)(OC(C)(C)C)=O.NCC(N[C@H](C(N[C@H:39]([C:43]([O:45][C:46]([CH3:49])([CH3:48])C)=O)C(C)C)=O)[CH2:28][C:29](=[O:35])[O:30][C:31](C)(C)[CH3:32])=O>>[C:29]([O:30][CH2:31][CH3:32])(=[O:35])[CH3:28].[CH:46]([O:45][CH:43]([CH3:39])[CH3:1])([CH3:48])[CH3:49] |f:2.3|. Procedure: By coupling rac N-Boc-3-(p-cyanophenyl)alanine (French Published Specification 2593 814) and H-Gly-Asp(OtBu)-Val-OtBu there is obtained [N-Boc-3-(p-cyanophenyl)-DL-alanyl]-Gly-Asp(OtBu)-Val-OtBu, m.p. 140°-145° C. from ethyl acetate/isopropyl ether, yield: 66%.